From a dataset of the Open Reaction Database (ORD), a public repository of structured organic reaction records. describe an organic reaction: reactants, conditions, products, and yield Starting materials: CCN(CC)Cc1ccc2oc(CO)cc2c1, C1CCOC1, COC(=O)CCC(C(N)=O)N1Cc2c(O)cccc2C1=O, CC(C)OC(=O)N=NC(=O)OC(C)C. As a reaction SMILES: [CH2:36]([CH3:37])[N:38]([CH2:39][CH3:40])[CH2:41][c:42]1[cH:43][cH:44][c:45]2[c:46]([cH:47][c:48]([CH2:50][OH:51])[o:49]2)[cH:52]1.[CH2:53]1[O:54][CH2:55][CH2:56][CH2:57]1.[NH2:15][C:16]([CH:17]([CH2:18][CH2:19][C:20](=[O:21])[O:22][CH3:23])[N:24]1[C:25](=[O:34])[c:26]2[cH:27][cH:28][cH:29][c:30]([OH:33])[c:31]2[CH2:32]1)=[O:35].[O:1]=[C:2]([O:3][CH:4]([CH3:5])[CH3:6])[N:7]=[N:8][C:9]([O:10][CH:11]([CH3:12])[CH3:13])=[O:14]>>[NH2:15][C:16]([CH:17]([CH2:18][CH2:19][C:20](=[O:21])[O:22][CH3:23])[N:24]1[C:25](=[O:34])[c:26]2[cH:27][cH:28][cH:29][c:30]([O:33][CH2:50][c:48]3[cH:47][c:46]4[c:45]([cH:44][cH:43][c:42]([CH2:41][N:38]([CH2:36][CH3:37])[CH2:39][CH3:40])[cH:52]4)[o:49]3)[c:31]2[CH2:32]1)=[O:35]. Yields the product CCN(CC)Cc1ccc2oc(COc3cccc4c3CN(C(CCC(=O)OC)C(N)=O)C4=O)cc2c1. The reactants are P(=O)(Cl)(Cl)Cl (Phosphoryl chloride), resultant solution, C[N+](=CCl)C.[Cl-] (Vilsmeier reagent), O1CCSC=C1C(C(=O)O)=NOCCCCCC (2-(2,3-dihydro-1,4-oxathiin-6-yl)-2-n-hexyloxyiminoacetic acid), C[Si](C)(C)CC(=O)N (trimethylsilylacetamide), NC1[C@@H]2N(C(=C(CS2)CSC2=NN=NN2C)C(=O)O)C1=O (7-amino-3-(1-methyl-1H-tetrazol-5-yl)thiomethyl-3-cephem-4-carboxylic acid). Run in C(C)(=O)OCC (ethyl acetate), CN(C=O)C (N,N-dimethylformamide), O (Water), C(C)(=O)OCC (ethyl acetate). Run at time 20 minute. Yields the product O1CCSC=C1C(C(=O)NC1[C@@H]2N(C(=C(CS2)CSC2=NN=NN2C)C(=O)O)C1=O)=NOCCCCCC (7-[2-(2,3-dihydro-1,4-oxathiin-6-yl)-2-n-hexyloxyiminoacetamido]-3-(1-methyl-1H-tetrazol-5-yl)thiomethyl-3-cephem-4-carboxylic acid). The yield is 87.7%. As a reaction SMILES: P(Cl)(Cl)(Cl)=O.C[N+](C)=CCl.[Cl-].[O:12]1[C:17]([C:18](=[N:22][O:23][CH2:24][CH2:25][CH2:26][CH2:27][CH2:28][CH3:29])[C:19]([OH:21])=O)=[CH:16][S:15][CH2:14][CH2:13]1.C[Si](CC(N)=O)(C)C.[NH2:38][CH:39]1[C:57](=[O:58])[N:41]2[C:42]([C:54]([OH:56])=[O:55])=[C:43]([CH2:46][S:47][C:48]3[N:52]([CH3:53])[N:51]=[N:50][N:49]=3)[CH2:44][S:45][C@H:40]12>C(OCC)(=O)C.O.CN(C)C=O>[O:12]1[C:17]([C:18](=[N:22][O:23][CH2:24][CH2:25][CH2:26][CH2:27][CH2:28][CH3:29])[C:19]([NH:38][CH:39]2[C:57](=[O:58])[N:41]3[C:42]([C:54]([OH:56])=[O:55])=[C:43]([CH2:46][S:47][C:48]4[N:52]([CH3:53])[N:51]=[N:50][N:49]=4)[CH2:44][S:45][C@H:40]23)=[O:21])=[CH:16][S:15][CH2:14][CH2:13]1 |f:1.2|. Procedure: Phosphoryl chloride (1.214 g.), N,N-dimethylformamide (0.579 g.) and ethyl acetate (3 ml.) were treated in a conventional manner to prepared a Vilsmeier reagent. To the reagent was added 2-(2,3-dihydro-1,4-oxathiin-6-yl)-2-n-hexyloxyiminoacetic acid (syn isomer, 2.00 g.) at -10° C., and stirred at the same temperature for 20 minutes. On the other hand, trimethylsilylacetamide (6.93 g.) was added to a suspension of 7-amino-3-(1-methyl-1H-tetrazol-5-yl)thiomethyl-3-cephem-4-carboxylic acid (2.18 g... Reactants: [I-].C[S+](=O)(C)C (trimethylsulfoxonium iodide), CC(C)(C)[O-].[K+] (potassium tert-butylate), CC1(C=2C=CC(=CC2C(CC1)(C)C)C=O)C (5,6,7,8-tetrahydro-5,5,8,8-tetramethyl-2-naphthaldehyde). Solvent: CS(=O)C (dimethyl sulfoxide), O1CCCC1 (tetrahydrofuran). Conditions: time 0.5 hour. The product is CC1(C=2C=CC(=CC2C(CC1)(C)C)C1OC1)C ((5,6,7,8-Tetrahydro-5,5,8,8-tetramethyl-2-naphthalenyl)-oxirane). Reaction SMILES: [I-].C[S+](C)(C)=O.[CH3:7][C:8]([O-:11])(C)[CH3:9].[K+].[CH3:13][C:14]1([CH3:28])[CH2:23][CH2:22][C:21]([CH3:25])([CH3:24])[C:20]2[CH:19]=C(C=O)[CH:17]=[CH:16][C:15]1=2>CS(C)=O.O1CCCC1>[CH3:13][C:14]1([CH3:28])[CH2:23][CH2:22][C:21]([CH3:25])([CH3:24])[C:20]2[CH:19]=[C:7]([CH:8]3[CH2:9][O:11]3)[CH:17]=[CH:16][C:15]1=2 |f:0.1,2.3|. Reported procedure: 33 g (0.15 mole) of trimethylsulfoxonium iodide were added at room temperature to a solution of 17 g (0.15 mole) of potassium tert-butylate in 150 ml of dried dimethyl sulfoxide. The mixture was stirred for 0.5 hour, after which a solution of 32.5 g (0.15 mole) of 5,6,7,8-tetrahydro-5,5,8,8-tetramethyl-2-naphthaldehyde in 100 ml of tetrahydrofuran was added dropwise. Stirring was continued for 1 hour, after which the mixture was poured onto water and extracted with ether. The organic phase was w... The reactants are CC(=O)CC(=O)OC(C)(C)C, CCOC(C)=O, CCCCCC, Nc1c(C(=O)c2ccccc2)[nH]c2cc(Cl)ccc12, Cc1ccccc1C. Yields the product CC(=O)CC(=O)Nc1c(C(=O)c2ccccc2)[nH]c2cc(Cl)ccc12. Reaction SMILES: [C:20]([CH2:21][C:22](=[O:23])[CH3:24])(=[O:25])[O:26][C:27]([CH3:28])([CH3:29])[CH3:30].[C:37]([O:38][CH2:39][CH3:40])(=[O:41])[CH3:42].[CH3:31][CH2:32][CH2:33][CH2:34][CH2:35][CH3:36].[NH2:1][c:2]1[c:3]([C:12]([c:13]2[cH:14][cH:15][cH:16][cH:17][cH:18]2)=[O:19])[nH:4][c:5]2[cH:6][c:7]([Cl:11])[cH:8][cH:9][c:10]12.[c:43]1([CH3:44])[c:45]([CH3:46])[cH:47][cH:48][cH:49][cH:50]1>>[NH:1]([c:2]1[c:3]([C:12]([c:13]2[cH:14][cH:15][cH:16][cH:17][cH:18]2)=[O:19])[nH:4][c:5]2[cH:6][c:7]([Cl:11])[cH:8][cH:9][c:10]12)[C:20]([CH2:21][C:22](=[O:23])[CH3:24])=[O:25].